Dataset: the Open Reaction Database (ORD), a public repository of structured organic reaction records. Task: describe an organic reaction: reactants, conditions, products, and yield The reactants are ClC1=C(C=CC=C1)C1=C2C=CC(N(C2=CC(=C1)C(=O)N)C1=C(C=CC=C1Cl)Cl)=O (5-(2-chlorophenyl)-1-(2,6-dichlorophenyl)-2-oxo-1,2-dihydroquinoline-7-carboxamide), [OH-].[Na+] (NaOH), O (water), O1CCOCC1 (dioxane), Cl[O-].[Na+] (sodium hypochlorite), aqueous solution. The solvent is [Cl-].[Na+].O (brine). Reaction conditions: temperature 60 celsius. Product: ClC1=C(C=CC=C1)C1=C2C=CC(N(C2=CC(=C1)C(=O)OC)C1=C(C=CC=C1Cl)Cl)=O (Methyl 5-(2-chlorophenyl)-1-(2,6-dichlorophenyl)-2-oxo-1,2-dihydroquinoline-7-carboxylate). As a reaction SMILES: [Cl:1][C:2]1[CH:7]=[CH:6][CH:5]=[CH:4][C:3]=1[C:8]1[CH:17]=[C:16]([C:18](N)=[O:19])[CH:15]=[C:14]2[C:9]=1[CH:10]=[CH:11][C:12](=[O:29])[N:13]2[C:21]1[C:26]([Cl:27])=[CH:25][CH:24]=[CH:23][C:22]=1[Cl:28].[OH-].[Na+].O.Cl[O-].[Na+].[O:36]1CCOC[CH2:37]1>[Cl-].[Na+].O>[Cl:1][C:2]1[CH:7]=[CH:6][CH:5]=[CH:4][C:3]=1[C:8]1[CH:17]=[C:16]([C:18]([O:36][CH3:37])=[O:19])[CH:15]=[C:14]2[C:9]=1[CH:10]=[CH:11][C:12](=[O:29])[N:13]2[C:21]1[C:26]([Cl:27])=[CH:25][CH:24]=[CH:23][C:22]=1[Cl:28] |f:1.2,4.5,7.8.9|. Procedure details: To 5-(2-chlorophenyl)-1-(2,6-dichlorophenyl)-2-oxo-1,2-dihydroquinoline-7-carboxamide (920 mg) in dioxane (330 mL) was added 5N NaOH (10 mL) and water (41 mL) followed by sodium hypochlorite (19.3 mL of a 10-13% aqueous solution) and the reaction mixture heated to 60° C. for 2 h. The cooled reaction mixture was then poured into brine and extracted into ethyl acetate, dried over MgSO4 and concentrated. The residue was purified by silica gel chromatography eluting with hexane/ethyl acetate to give...